Dataset: the Open Reaction Database (ORD), a public repository of structured organic reaction records. Task: describe an organic reaction: reactants, conditions, products, and yield Starting materials: CC(C)(C)OC(=O)NC1CCCN(c2c(Br)cnc3[nH]cc(NC(=O)CC4CC4)c23)C1, ClCCl, Cl, O=C(O)C(F)(F)F. Product: NC1CCCN(c2c(Br)cnc3[nH]cc(NC(=O)CC4CC4)c23)C1, Cl. As a reaction SMILES: [Br:1][c:2]1[c:3]([N:18]2[CH2:19][CH:20]([NH:24][C:25](=[O:26])[O:27][C:28]([CH3:29])([CH3:30])[CH3:31])[CH2:21][CH2:22][CH2:23]2)[c:4]2[c:5]([n:6][cH:7]1)[nH:8][cH:9][c:10]2[NH:11][C:12]([CH2:13][CH:14]1[CH2:15][CH2:16]1)=[O:17].[Cl:40][CH2:41][Cl:42].[ClH:32].[F:33][C:34]([F:35])([F:36])[C:37]([OH:38])=[O:39]>>[Br:1][c:2]1[c:3]([N:18]2[CH2:19][CH:20]([NH2:24])[CH2:21][CH2:22][CH2:23]2)[c:4]2[c:5]([n:6][cH:7]1)[nH:8][cH:9][c:10]2[NH:11][C:12]([CH2:13][CH:14]1[CH2:15][CH2:16]1)=[O:17].[ClH:32]. The reactants are O=C(Cl)C(=O)Cl, ClCCl, CN(C)C=O, O=C(O)c1cc2ccccc2s1. Product: O=C(Cl)c1cc2ccccc2s1. As a reaction SMILES: [Cl:13][C:14]([C:15]([Cl:16])=[O:17])=[O:18].[Cl:24][CH2:25][Cl:26].[O:19]=[CH:20][N:21]([CH3:22])[CH3:23].[s:1]1[c:2]([C:10](=[O:11])[OH:12])[cH:3][c:4]2[c:5]1[cH:6][cH:7][cH:8][cH:9]2>>[s:1]1[c:2]([C:10](=[O:12])[Cl:13])[cH:3][c:4]2[c:5]1[cH:6][cH:7][cH:8][cH:9]2. The reactants are C(C)(=O)C1=C(C(=C(S1)N1CCOCC1)C#N)C1=C(C=C(C=C1)Cl)Cl (5-acetyl-4-(2,4-dichlorophenyl)-2-morpholin-4-ylthiophene-3-carbonitrile), COC(N(C)C)OC (1,1-dimethoxy-N,N-dimethylmethanamine). The product is ClC1=C(C=CC(=C1)Cl)C=1C(=C(SC1C(C=CN(C)C)=O)N1CCOCC1)C#N (4-(2, 4-dichlorophenyl)-5-(3-(dimethylamino)acryloyl)-2-morpholinothiophene-3-carbonitrile). RXN SMILES: [C:1]([C:4]1[S:8][C:7]([N:9]2[CH2:14][CH2:13][O:12][CH2:11][CH2:10]2)=[C:6]([C:15]#[N:16])[C:5]=1[C:17]1[CH:22]=[CH:21][C:20]([Cl:23])=[CH:19][C:18]=1[Cl:24])(=[O:3])[CH3:2].CO[CH:27](OC)[N:28]([CH3:30])[CH3:29]>>[Cl:24][C:18]1[CH:19]=[C:20]([Cl:23])[CH:21]=[CH:22][C:17]=1[C:5]1[C:6]([C:15]#[N:16])=[C:7]([N:9]2[CH2:14][CH2:13][O:12][CH2:11][CH2:10]2)[S:8][C:4]=1[C:1](=[O:3])[CH:2]=[CH:27][N:28]([CH3:30])[CH3:29]. Procedure details: A solution of 5-acetyl-4-(2,4-dichlorophenyl)-2-morpholin-4-ylthiophene-3-carbonitrile (52.3 mg, 0.000137 mol) in 1,1-dimethoxy-N,N-dimethylmethanamine (1.0 mL, 0.0075 mol) was flushed with argon and irradiated in microwave at 160° C. for 30 min. The reaction mixture was evaporated to dryness to give 4-(2, 4-dichlorophenyl)-5-(3-(dimethylamino)acryloyl)-2-morpholinothiophene-3-carbonitrile as an intermediate. The above intermediate and hydrazine hydrate (30 mg, 0.0006 mol) in AcOH (1.5 mL, 0.026... Starting materials: ClC1=CN=CC(=N1)NC=1C=C2C=CNC2=CC1 (N-(6-chloro-pyrazin-2-yl)-1H-indol-5-amine), FC1=NC=CC(=C1)B(O)O (2-fluoropyridine-4-boronic acid), C([O-])([O-])=O.[Na+].[Na+] (sodium carbonate). The reagents and catalysts are C=1C=CC(=CC1)[P](C=2C=CC=CC2)(C=3C=CC=CC3)[Pd]([P](C=4C=CC=CC4)(C=5C=CC=CC5)C=6C=CC=CC6)([P](C=7C=CC=CC7)(C=8C=CC=CC8)C=9C=CC=CC9)[P](C=1C=CC=CC1)(C=1C=CC=CC1)C=1C=CC=CC1 (tetrakis(triphenylphosphine)palladium(0)). Solvent: COCCOC.O (DME water). The product is FC1=NC=CC(=C1)C1=CN=CC(=N1)NC=1C=C2C=CNC2=CC1 (N-[6-(2-Fluoropyridin-4-yl)pyrazin-2-yl]-1H-indol-5-amine). Yield: 24.0%. RXN SMILES: Cl[C:2]1[N:7]=[C:6]([NH:8][C:9]2[CH:10]=[C:11]3[C:15](=[CH:16][CH:17]=2)[NH:14][CH:13]=[CH:12]3)[CH:5]=[N:4][CH:3]=1.[F:18][C:19]1[CH:24]=[C:23](B(O)O)[CH:22]=[CH:21][N:20]=1.C(=O)([O-])[O-].[Na+].[Na+]>COCCOC.O.C1C=CC([P]([Pd]([P](C2C=CC=CC=2)(C2C=CC=CC=2)C2C=CC=CC=2)([P](C2C=CC=CC=2)(C2C=CC=CC=2)C2C=CC=CC=2)[P](C2C=CC=CC=2)(C2C=CC=CC=2)C2C=CC=CC=2)(C2C=CC=CC=2)C2C=CC=CC=2)=CC=1>[F:18][C:19]1[CH:24]=[C:23]([C:2]2[N:7]=[C:6]([NH:8][C:9]3[CH:10]=[C:11]4[C:15](=[CH:16][CH:17]=3)[NH:14][CH:13]=[CH:12]4)[CH:5]=[N:4][CH:3]=2)[CH:22]=[CH:21][N:20]=1 |f:2.3.4,5.6,^1:44,46,65,84|. Procedure: A mixture of N-(6-chloro-pyrazin-2-yl)-1H-indol-5-amine (0.05 g, 0.205 mmol), 2-fluoropyridine-4-boronic acid (0.057 g, 0.4 mmol), sodium carbonate (0.112 g, 1.025 mmol) and tetrakis(triphenylphosphine)palladium(0) (0.012 g, 0.01 mmol) in DME:water (3:2, 3 mL) was heated at reflux for 20 h. The reaction mixture was concentrated under reduced pressure and the residue obtained was extracted with dichloromethane. The organic layer was washed with water, brine, dried over sodium sulfate and concentr... Reactants: C[Si](C)(C)[N-][Si](C)(C)C, Nc1ccc(I)cc1Cl, O=C(O)c1ccncc1F, [Li+], C1CCOC1. Product: O=C(O)c1ccncc1Nc1ccc(I)cc1Cl. As a reaction SMILES: [CH3:11][Si:12]([N-:13][Si:14]([CH3:15])([CH3:16])[CH3:17])([CH3:18])[CH3:19].[Cl:21][c:22]1[c:23]([NH2:24])[cH:25][cH:26][c:27]([I:29])[cH:28]1.[F:1][c:2]1[c:3]([C:4](=[O:5])[OH:6])[cH:7][cH:8][n:9][cH:10]1.[Li+:20].[O:30]1[CH2:31][CH2:32][CH2:33][CH2:34]1>>[c:2]1([NH:24][c:23]2[c:22]([Cl:21])[cH:28][c:27]([I:29])[cH:26][cH:25]2)[c:3]([C:4](=[O:5])[OH:6])[cH:7][cH:8][n:9][cH:10]1.